describe an organic reaction: reactants, conditions, products, and yield From a dataset of the Open Reaction Database (ORD), a public repository of structured organic reaction records. Reactants: NC1[C@@H]2N(C(=C(CS2)CSC=2SC(=NN2)C)C(=O)O)C1=O (7-amino-3-(5-methyl-1,3,4-thiadiazol-2-yl)thiomethyl-3-cephem-4-carboxylic acid), C=C1CC(=O)O1 (diketene), C(O)([O-])=O.[Na+] (sodium hydrogen carbonate), O (water). The solvent is CC(=O)C (acetone). Run at temperature 5 celsius, time 30 minute. Product: C(CC(=O)C)(=O)NC1[C@@H]2N(C(=C(CS2)CSC=2SC(=NN2)C)C(=O)O)C1=O (7-acetoacetamido-3(5-methyl-1,3,4-thiadiazol-2-yl)thiomethyl-3-cephem-4-carboxylic acid). As a reaction SMILES: [NH2:1][CH:2]1[C:20](=[O:21])[N:4]2[C:5]([C:17]([OH:19])=[O:18])=[C:6]([CH2:9][S:10][C:11]3[S:12][C:13]([CH3:16])=[N:14][N:15]=3)[CH2:7][S:8][C@H:3]12.C(=O)([O-])O.[Na+].O.[CH2:28]=[C:29]1[O:33][C:31](=[O:32])[CH2:30]1>CC(C)=O>[C:31]([NH:1][CH:2]1[C:20](=[O:21])[N:4]2[C:5]([C:17]([OH:19])=[O:18])=[C:6]([CH2:9][S:10][C:11]3[S:12][C:13]([CH3:16])=[N:14][N:15]=3)[CH2:7][S:8][C@H:3]12)(=[O:32])[CH2:30][C:29]([CH3:28])=[O:33] |f:1.2|. Procedure details: While a mixture of 0.344 g. of 7-amino-3-(5-methyl-1,3,4-thiadiazol-2-yl)thiomethyl-3-cephem-4-carboxylic acid, 0.42 g. of sodium hydrogen carbonate, 5 ml. of water and 5 ml. of acetone is stirred under cooling at 5° C, 0.2 g. of diketene is added and the mixture is further stirred at room temperature for 30 minutes. The acetone is removed from the reaction mixture by distillation under reduced pressure and the residual is washed with ethyl acetate. The water layer is separated, adjusted to pH 2...